Dataset: the Open Reaction Database (ORD), a public repository of structured organic reaction records. Task: describe an organic reaction: reactants, conditions, products, and yield The reactants are [N+](=O)([O-])C=1C=C(CCl)C=C(C1)[N+](=O)[O-] (3,5-dinitrobenzyl chloride), C1(=CC=C(C=C1)P(C1=CC=C(C=C1)C)C1=CC=C(C=C1)C)C (tri-p-tolyl phosphine), P(O)(O)(O)=O (phosphoric acid). Run in C1(=CC=CC=C1)C (toluene). Reaction conditions: temperature 35 celsius. Product: [Cl-].[N+](=O)([O-])C=1C=C(C[P+](C2=CC=C(C=C2)C)(C2=CC=C(C=C2)C)C2=CC=C(C=C2)C)C=C(C1)[N+](=O)[O-] (3,5-dinitrobenzyltri-p-tolyl Phosphonium Chloride). Reaction SMILES: [C:1]1([CH3:22])[CH:6]=[CH:5][C:4]([P:7]([C:15]2[CH:20]=[CH:19][C:18]([CH3:21])=[CH:17][CH:16]=2)[C:8]2[CH:13]=[CH:12][C:11]([CH3:14])=[CH:10][CH:9]=2)=[CH:3][CH:2]=1.[N+:23]([C:26]1[CH:27]=[C:28]([CH:31]=[C:32]([N+:34]([O-:36])=[O:35])[CH:33]=1)[CH2:29][Cl:30])([O-:25])=[O:24].P(=O)(O)(O)O>C1(C)C=CC=CC=1>[Cl-:30].[N+:23]([C:26]1[CH:27]=[C:28]([CH:31]=[C:32]([N+:34]([O-:36])=[O:35])[CH:33]=1)[CH2:29][P+:7]([C:4]1[CH:5]=[CH:6][C:1]([CH3:22])=[CH:2][CH:3]=1)([C:15]1[CH:16]=[CH:17][C:18]([CH3:21])=[CH:19][CH:20]=1)[C:8]1[CH:13]=[CH:12][C:11]([CH3:14])=[CH:10][CH:9]=1)([O-:25])=[O:24] |f:4.5|. Procedure details: Into a 50 milliliter glass reactor equipped with a thermometer connected to a temperature controller, a heating mantle, a condenser and a magnetic stirring bar, is charged 5 gms (0.0164 mole) of tri-p-tolyl phosphine and 25 gms of toluene. The slurry is heated to 35° C. then 4.3 gms (0.0199 mole) of 3,5-dinitrobenzyl chloride is added. This reaction mass is heated to 60° C. and maintained at that temperature for 3 hours, then heated to 80° C. and maintained at that temperature for 2 hours, then ... The reactants are C1CCOC1, CCC(C)(NC(=O)c1ccc2ccccc2c1OCCOc1ccccc1)C(=O)OC, CO, [Na+], [OH-]. The product is CCC(C)(NC(=O)c1ccc2ccccc2c1OCCOc1ccccc1)C(=O)O. RXN SMILES: [CH2:32]1[O:33][CH2:34][CH2:35][CH2:36]1.[CH3:1][O:2][C:3]([C:4]([CH2:5][CH3:6])([NH:7][C:8](=[O:9])[c:10]1[c:11]([O:20][CH2:21][CH2:22][O:23][c:24]2[cH:25][cH:26][cH:27][cH:28][cH:29]2)[c:12]2[cH:13][cH:14][cH:15][cH:16][c:17]2[cH:18][cH:19]1)[CH3:30])=[O:31].[CH3:39][OH:40].[Na+:38].[OH-:37]>>[O:2]=[C:3]([C:4]([CH2:5][CH3:6])([NH:7][C:8](=[O:9])[c:10]1[c:11]([O:20][CH2:21][CH2:22][O:23][c:24]2[cH:25][cH:26][cH:27][cH:28][cH:29]2)[c:12]2[cH:13][cH:14][cH:15][cH:16][c:17]2[cH:18][cH:19]1)[CH3:30])[OH:31].